This data is from the Open Reaction Database (ORD), a public repository of structured organic reaction records. The task is: describe an organic reaction: reactants, conditions, products, and yield Reactants: BrCCCO[Si](C)(C)C(C)(C)C ((3-Bromopropoxy)-tert-butyldimethylsilane), solution, [Mg] (magnesium), COC1=CC=CC=2C=C(OC21)C=O (7-methoxybenzofuran-2-carbaldehyde), II (iodine). Solvent: O1CCCC1 (tetrahydrofuran), O1CCCC1 (tetrahydrofuran), O1CCCC1 (tetrahydrofuran). Conditions: temperature 80 celsius, time 8 hour. Yields the product [Si](C)(C)(C(C)(C)C)OCCCC(O)C=1OC2=C(C1)C=CC=C2OC (4-(tert-Butyldimethylsilanyloxy)-1-(7-methoxybenzofuran-2-yl)-butan-1-ol). The yield is 81.8%. As a reaction SMILES: [Mg].Br[CH2:3][CH2:4][CH2:5][O:6][Si:7]([C:10]([CH3:13])([CH3:12])[CH3:11])([CH3:9])[CH3:8].II.[CH3:16][O:17][C:18]1[C:26]2[O:25][C:24]([CH:27]=[O:28])=[CH:23][C:22]=2[CH:21]=[CH:20][CH:19]=1>O1CCCC1>[Si:7]([O:6][CH2:5][CH2:4][CH2:3][CH:27]([C:24]1[O:25][C:26]2[C:18]([O:17][CH3:16])=[CH:19][CH:20]=[CH:21][C:22]=2[CH:23]=1)[OH:28])([C:10]([CH3:13])([CH3:12])[CH3:11])([CH3:9])[CH3:8]. Procedure details: A suspension of dried magnesium turnings (0.42 g) in anhydrous tetrahydrofuran (20 ml) was treated with 2 ml of (3-Bromopropoxy)-tert-butyldimethylsilane (4.4 g) in anhydrous tetrahydrofuran (10 ml) at room temperature under a dry nitrogen atmosphere. Initiation was achieved by the addition of catalytic iodine and warming to 80° C. The remaining solution (8 ml) was then added carefully. The reaction was cooled to −5° C. and a solution of 7-methoxybenzofuran-2-carbaldehyde (3 g) in anhydrous tetr... Reaction SMILES: [BH4-:1].[CH3:15][OH:16].[Na+:2].[n:3]1[cH:4][c:5]([CH:13]=[O:14])[cH:6][c:7]2[cH:8][cH:9][cH:10][cH:11][c:12]12>>[n:3]1[cH:4][c:5]([CH2:13][OH:14])[cH:6][c:7]2[cH:8][cH:9][cH:10][cH:11][c:12]12. The reactants are [BH4-], CO, [Na+], O=Cc1cnc2ccccc2c1. Product: OCc1cnc2ccccc2c1. The reactants are FC1=C(C=CC=C1)N1N=C(NC1=O)C (4,5-dihydro-1-(2-fluorophenyl)-3-methyl-5-oxo-1H-1,2,4-triazole), glass-lined, ClCl (chlorine), ClCl (chlorine). The solvent is C(C)#N (acetonitrile), C(C)#N (acetonitrile). Run at temperature 35 celsius, time 30 minute. Yields the product ClC1=CC(=C(C=C1)N1N=C(NC1=O)C)F (1-(4-chloro-2-fluorophenyl)-4,5-dihydro-3-methyl-5-oxo-1H-1,2,4-triazole). Yield: 85.1%. As a reaction SMILES: [F:1][C:2]1[CH:7]=[CH:6][CH:5]=[CH:4][C:3]=1[N:8]1[C:12](=[O:13])[NH:11][C:10]([CH3:14])=[N:9]1.[Cl:15]Cl>C(#N)C>[Cl:15][C:6]1[CH:5]=[CH:4][C:3]([N:8]2[C:12](=[O:13])[NH:11][C:10]([CH3:14])=[N:9]2)=[C:2]([F:1])[CH:7]=1. Procedure details: A 50 gallon glass-lined reaction vessel equipped with a Hasteloy condenser and a glass stirring device was charged with 115 pounds of acetonitrile recycled from a previous run of the present reaction, 47.4 pounds of fresh acetonitrile (total 162.4 pounds--94.685 liters), and 40.6 pounds (0.210 lb-mole; 1.00 equiv.--18.416 Kg) of 4,5-dihydro-1-(2-fluorophenyl)-3-methyl-5-oxo-1H-1,2,4-triazole (wt. %/vol.--triazole/solvent is 19.46%). The mixture was then stirred and warmed to 35° C. During the wa... Reactants: C(C)(=O)[O-].[Ca+2].C(C)(=O)[O-] (calcium acetate), C(=CCCCCCCCCCC)C1C(=O)OC(C1)=O (dodecenyl succinic anhydride). Run in O (water), C(C)(C)O (isopropanol). Run at temperature 90 celsius, time 1.5 hour. The product is C(CCC(=O)[O-])(=O)OC=CCCCCCCCCCC.[Ca+2].C(=CCCCCCCCCCC)OC(CCC(=O)[O-])=O (Calcium dodecenyl succinate). The yield is 113.2%. RXN SMILES: [C:1]([O-:4])(=[O:3])[CH3:2].[Ca+2:5].[C:6]([O-:9])(=[O:8])[CH3:7].[CH:10]([CH:22]1[CH2:27][C:26](=[O:28])[O:25][C:23]1=O)=[CH:11][CH2:12][CH2:13][CH2:14][CH2:15][CH2:16][CH2:17][CH2:18][CH2:19]CC>O.C(O)(C)C>[C:26]([O:25][CH:23]=[CH:22][CH2:10][CH2:11][CH2:12][CH2:13][CH2:14][CH2:15][CH2:16][CH2:17][CH2:18][CH3:19])(=[O:28])[CH2:27][CH2:2][C:1]([O-:4])=[O:3].[Ca+2:5].[CH:23]([O:25][C:26](=[O:28])[CH2:27][CH2:7][C:6]([O-:9])=[O:8])=[CH:22][CH2:10][CH2:11][CH2:12][CH2:13][CH2:14][CH2:15][CH2:16][CH2:17][CH2:18][CH3:19] |f:0.1.2,6.7.8|. Reported procedure: A solution of 313.5 g (1.98 mol) calcium acetate in 1000 ml water was added to a solution of 570 g (1.98 mol) dodecenyl succinic anhydride in 1000 ml isopropanol. The mixture was then heated to 90° C., left at that temperature for 1.5 h and then concentrated in a water jet vacuum. The residue was dried in vacuo in a drying cabinet at 100° C. 680 g of the calcium soap were obtained in the form of a colorless powder. Starting materials: CCI, COCCOC, [H-], [Na+], O, O=[N+]([O-])c1oc2cc(O)ccc2c1-c1ccccc1. Yields the product CCOc1ccc2c(-c3ccccc3)c([N+](=O)[O-])oc2c1. Reaction SMILES: [CH2:22]([CH3:23])[I:24].[CH3:26][O:27][CH2:28][CH2:29][O:30][CH3:31].[H-:1].[Na+:2].[OH2:25].[OH:3][c:4]1[cH:5][c:6]2[c:7]([c:8](-[c:14]3[cH:15][cH:16][cH:17][cH:18][cH:19]3)[c:9]([N+:11](=[O:12])[O-:13])[o:10]2)[cH:20][cH:21]1>>[O:3]([c:4]1[cH:5][c:6]2[c:7]([c:8](-[c:14]3[cH:15][cH:16][cH:17][cH:18][cH:19]3)[c:9]([N+:11](=[O:12])[O-:13])[o:10]2)[cH:20][cH:21]1)[CH2:22][CH3:23]. Reactants: C1(CCCCC1)CN1C(=O)N(C(=O)C(=C1N)N)CC1CCCCC1 (1,3-bis(cyclohexylmethyl)-5,6-diaminouracil), C(=O)C1=CC=C(C=CC(=O)O)C=C1 (4-Formylcinnamic acid), C1(CCCCC1)CN1C(=O)N(C(=O)C(=C1N)N)CC1CCCCC1 (1,3-bis(cyclohexylmethyl)-5,6-diaminouracil), C1(CCCCC1)CN1C(=O)N(C(=O)C(=C1N)N)CC1CCCCC1 (1,3-Bis(cyclohexylmethyl)-5,6-diaminouracil), NC1=C(C(N(C(N1CC1CCCCC1)=O)CC1CCCCC1)=O)N=O (6-amino 1,3-bis(cyclohexylmethyl)-5-nitrosouracil), O (water). Reagents/catalysts: [Pd] (palladium on carbon). Run in CO (methanol). The product is C1(CCCCC1)CN1C(N(C=2NC(=NC2C1=O)C1=CC=C(/C=C/C(=O)O)C=C1)CC1CCCCC1)=O ((E)-4-[1,3 bis(cyclohexylmethyl)-1,2,3,6-tetrahydro-2,6-dioxo-9H-purin-8-yl]cinnamic acid). The yield is 91.0%. As a reaction SMILES: [CH:1]1([CH2:7][N:8]2[C:15]([NH2:16])=[C:14]([NH2:17])[C:12](=[O:13])[N:11]([CH2:18][CH:19]3[CH2:24][CH2:23][CH2:22][CH2:21][CH2:20]3)[C:9]2=[O:10])[CH2:6][CH2:5][CH2:4][CH2:3][CH2:2]1.NC1N(CC2CCCCC2)C(=O)N(CC2CCCCC2)C(=O)C=1N=O.O.[CH:51]([C:53]1[CH:63]=[CH:62][C:56]([CH:57]=[CH:58][C:59]([OH:61])=[O:60])=[CH:55][CH:54]=1)=O>CO.[Pd]>[CH:19]1([CH2:18][N:11]2[C:12](=[O:13])[C:14]3[N:17]=[C:51]([C:53]4[CH:63]=[CH:62][C:56](/[CH:57]=[CH:58]/[C:59]([OH:61])=[O:60])=[CH:55][CH:54]=4)[NH:16][C:15]=3[N:8]([CH2:7][CH:1]3[CH2:2][CH2:3][CH2:4][CH2:5][CH2:6]3)[C:9]2=[O:10])[CH2:24][CH2:23][CH2:22][CH2:21][CH2:20]1. Procedure details: The title compound was prepared from 1,3-bis(cyclohexylmethyl)-5,6-diaminouracil by the method of J. Perutmattam, Syn. Commun. 1989, 19:3367-3370. 1,3-Bis(cyclohexylmethyl)-5,6-diaminouracil was freshly prepared by shaking a mixture of 6-amino 1,3-bis(cyclohexylmethyl)-5-nitrosouracil (from step (c), 5.00 g) in methanol (250 ml)-water (25 ml) with 10% palladium on carbon (0.50 g) under hydrogen at 344.7 kPa (50 psi) on a Parr shaker for 2 h. The catalyst was filtered off (Celite ™) and the color... RXN SMILES: [CH2:1]([O:3][C:4]([N:6]1[C:14]2[C:9](=[CH:10][CH:11]=[CH:12][C:13]=2[CH2:15][CH2:16][CH2:17][C:18]([O:20]CC)=O)[CH2:8][CH2:7]1)=[O:5])[CH3:2].C(Cl)(=O)C(Cl)=O>C1C=CC=CC=1>[O:20]=[C:18]1[C:12]2=[CH:11][CH:10]=[C:9]3[C:14]([N:6]([C:4]([O:3][CH2:1][CH3:2])=[O:5])[CH2:7][CH2:8]3)=[C:13]2[CH2:15][CH2:16][CH2:17]1. Conditions: temperature 50 celsius, time 1 hour. Run in C1=CC=CC=C1 (benzene). The reactants are C(C)OC(=O)N1CCC2=CC=CC(=C12)CCCC(=O)OCC (1-(Ethoxycarbonyl)-2,3-dihydro-1H-indole-7-butanoic acid, ethyl ester), C(C(=O)Cl)(=O)Cl (oxalyl chloride). Reported procedure: The product from Example 115 (2.7 g) was dissolved in benzene (25 ml) and oxalyl chloride (2.6 ml) was added. The resulting solution was heated at 50° C. for 30 minutes, then the solvent was evaporated to dryness. The residue was dissolved in methylene chloride (30 ml), cooled to 0° C., and aluminum chloride (4 g) was added. The reaction mixture was stirred at 0° C. for 1 hour then quenched with ice and hydrochloric acid then extracted with methylene chloride. The organic layer was separated, wa... Yields the product O=C1CCCC=2C1=CC=C1CCN(C21)C(=O)OCC (2,3,6,7,8,9-Hexahydro-6-oxo-1H-benz[g]-indole-1-carboxylic acid, ethyl ester). The yield is 50.0%.